The task is: describe an organic reaction: reactants, conditions, products, and yield. This data is from the Open Reaction Database (ORD), a public repository of structured organic reaction records. Reactants: BrC=1C(C(=C2N(C[C@@H]3N(C2=O)C[C@@H]2N3CCC2)C1)OCC1=CC=CC=C1)=O ((4aS,13aR)-8-bromo-10-[(phenylmethyl)oxy]-2,3,4a,5,13,13a-hexahydro-1H-pyrido[1,2-a]pyrrolo[1′,2′:3,4]imidazo[1,2-d]pyrazine-9,11-dione), FC1=C(CN)C=CC(=C1)F (2,4-difluorobenzylamine), CCN(C(C)C)C(C)C (Hunigs base), CS(=O)C (DMSO). The reagents and catalysts are C1=CC=C(C=C1)P([C-]2C=CC=C2)C3=CC=CC=C3.C1=CC=C(C=C1)P([C-]2C=CC=C2)C3=CC=CC=C3.[Fe+2] (dppf). Reaction conditions: temperature 80 celsius. The product is FC1=C(C=CC(=C1)F)CNC(=O)C=1C(C(=C2N(C[C@@H]3N(C2=O)C[C@@H]2N3CCC2)C1)OCC1=CC=CC=C1)=O ((4aS,13aR)—N-[(2,4-Difluorophenyl)methyl]-9,11-dioxo-10-[(phenylmethyl)oxy]-2,3,4a,5,9,11,13,13a-octahydro-1H-pyrido[1,2-a]pyrrolo[1′,2′:3,4]imidazo[1,2-d]pyrazine-8-carboxamide). Isolated yield 56.0%. RXN SMILES: Br[C:2]1[C:3](=[O:27])[C:4]([O:19][CH2:20][C:21]2[CH:26]=[CH:25][CH:24]=[CH:23][CH:22]=2)=[C:5]2[C:10](=[O:11])[N:9]3[CH2:12][C@H:13]4[CH2:17][CH2:16][CH2:15][N:14]4[C@@H:8]3[CH2:7][N:6]2[CH:18]=1.[F:28][C:29]1[CH:36]=[C:35]([F:37])[CH:34]=[CH:33]C=1CN.CC[N:40]([CH:44]([CH3:46])C)[CH:41](C)C.CS(C)=[O:49]>C1C=CC(P(C2C=CC=CC=2)[C-]2C=CC=C2)=CC=1.C1C=CC(P(C2C=CC=CC=2)[C-]2C=CC=C2)=CC=1.[Fe+2]>[F:28][C:29]1[CH:36]=[C:35]([F:37])[CH:34]=[CH:33][C:46]=1[CH2:44][NH:40][C:41]([C:2]1[C:3](=[O:27])[C:4]([O:19][CH2:20][C:21]2[CH:26]=[CH:25][CH:24]=[CH:23][CH:22]=2)=[C:5]2[C:10](=[O:11])[N:9]3[CH2:12][C@H:13]4[CH2:17][CH2:16][CH2:15][N:14]4[C@@H:8]3[CH2:7][N:6]2[CH:18]=1)=[O:49] |f:4.5.6|. Procedure: A reaction vessel was charged with (4aS,13aR)-8-bromo-10-[(phenylmethyl)oxy]-2,3,4a,5,13,13a-hexahydro-1H-pyrido[1,2-a]pyrrolo[1′,2′:3,4]imidazo[1,2-d]pyrazine-9,11-dione (1.4 kg), 2,4-difluorobenzylamine (705 g), Hunigs base (1.4 L), dppf (60 g) and DMSO (12 L). The mixture was degassed with high purity nitrogen 4 times. To this mixture was added palladium (II) trifluoroacetate (18 g) in DMSO (2 L). The mixture was again degassed 3 times with high purity nitrogen and then purged with CO 3 times... The reactants are ice water, mixture, CC(=O)C.C(C)OCC (acetone diethyl ether), C[C@@H]1CC[C@@]2([C@H]([C@H]3[C@@H](O2)[C@H]([C@@H]4[C@@]3(CC[C@H]5[C@H]4CC[C@@H]6[C@@]5(C[C@H]([C@@H](C6)O[C@H]7[C@@H]([C@H]([C@H]([C@H](O7)CO)O[C@H]8[C@@H]([C@H](C([C@H](O8)CO)O)O[C@H]9[C@@H]([C@H]([C@@H](CO9)O)O)O)O[C@H]2[C@@H]([C@H]([C@H]([C@H](O2)CO)O)O[C@H]2[C@@H]([C@H]([C@@H]([C@H](O2)CO)O)O)O)O)O)O)O)C)C)O)C)OC1 (digitonin). Solvent: C(C)O (ethanol). Reaction conditions: time 90 minute. Yields the product CC(C)CCC[C@@H](C)[C@H]1CC[C@H]2[C@@H]3CC=C4C[C@@H](O)CC[C@]4(C)[C@H]3CC[C@]12C (cholesterol). As a reaction SMILES: CC(C)=O.C(OCC)C.[CH3:10][C@H:11]1[CH2:94]O[C@@:14]2(O[C@H:17]3[C@@H:19](O)[C@H:20]4[C@@H:25]5[CH2:26][CH2:27][C@H:28]6[CH2:33][C@@H:32]([O:34][C@@H]7O[C@H](CO)[C@H](O[C@@H]8O[C@H](CO)C(O)[C@H](O[C@@H]9OC[C@@H](O)[C@H](O)[C@H]9O)[C@H]8O[C@@H]8O[C@H](CO)[C@H](O)[C@H](O[C@@H]9O[C@H](CO)[C@@H](O)[C@H](O)[C@H]9O)[C@H]8O)[C@H](O)[C@H]7O)[C@H:31](O)[CH2:30][C@:29]6([CH3:89])[C@H:24]5[CH2:23][CH2:22][C@:21]4([CH3:90])[C@H:16]3[C@@H:15]2[CH3:92])[CH2:13][CH2:12]1>C(O)C>[CH3:94][CH:11]([CH2:12][CH2:13][CH2:14][C@H:15]([C@@H:16]1[C@:21]2([CH3:90])[C@H:20]([C@H:25]3[C@H:24]([CH2:23][CH2:22]2)[C@:29]2([CH3:89])[C:28]([CH2:33][C@H:32]([CH2:31][CH2:30]2)[OH:34])=[CH:27][CH2:26]3)[CH2:19][CH2:17]1)[CH3:92])[CH3:10] |f:0.1|. Reported procedure: The whole mixture was incubated at 37° C. for 90 minutes, then the reaction was terminated by adding 1 mM of 15%-KOH (a 95% ethanol solution), next 2 mg of cholesterol was added thereto, saponified at 75° C. for 1 hour, and cholesterol was extracted with petroleum ether, the extract was concentrated to dryness. To the residue thus obtained was added with 2.5 ml of a mixture of acetone-diethyl ether (1:1) and 2.5 ml of 1%-digitonin (a 50% ethanol solution), then this solution was allowed to stand... Reactants: BrC1=CC=C(C=C1)C(OC1=C(C=CC=C1)C1=CC=CC(=N1)N1N=CC(=C1C(F)(F)F)C(=O)OCC)(F)F (Ethyl 1-(6-{2-[(4-bromophenyl)(difluoro)methoxy]phenyl}pyridin-2-yl)-5-(trifluoromethyl)-1H-pyrazole-4-carboxylate), FC(C1=CC=C(C=C1)B(O)O)(F)F (4-trifluoromethylphenylboronic acid), trans-dichlorobis(triphenylphosphine) palladium (II), C(=O)([O-])[O-].[Na+].[Na+] (Na2CO3). The solvent is CC#N (MeCN). Reaction conditions: temperature 90 celsius, time 35 minute. Product: C(=O)(C(F)(F)F)O (TFA), FC(OC1=C(C=CC=C1)C1=CC=CC(=N1)N1N=CC(=C1C(F)(F)F)C(=O)O)(C1=CC=C(C=C1)C1=CC=C(C=C1)C(F)(F)F)F (1-[6-(2-{Difluoro[4′-(trifluoromethyl)biphenyl-4-yl]methoxy}phenyl)pyridin-2-yl]-5-(trifluoromethyl)-1H-pyrazole-4-carboxylic acid). Reaction SMILES: Br[C:2]1[CH:7]=[CH:6][C:5]([C:8]([F:37])([F:36])[O:9][C:10]2[CH:15]=[CH:14][CH:13]=[CH:12][C:11]=2[C:16]2[N:21]=[C:20]([N:22]3[C:26]([C:27]([F:30])([F:29])[F:28])=[C:25]([C:31]([O:33]CC)=[O:32])[CH:24]=[N:23]3)[CH:19]=[CH:18][CH:17]=2)=[CH:4][CH:3]=1.[F:38][C:39]([F:50])([F:49])[C:40]1[CH:45]=[CH:44][C:43](B(O)O)=[CH:42][CH:41]=1.[C:51]([O-:54])([O-])=[O:52].[Na+].[Na+]>CC#N>[C:51]([OH:54])([C:27]([F:30])([F:29])[F:28])=[O:52].[F:37][C:8]([F:36])([C:5]1[CH:6]=[CH:7][C:2]([C:43]2[CH:44]=[CH:45][C:40]([C:39]([F:50])([F:49])[F:38])=[CH:41][CH:42]=2)=[CH:3][CH:4]=1)[O:9][C:10]1[CH:15]=[CH:14][CH:13]=[CH:12][C:11]=1[C:16]1[N:21]=[C:20]([N:22]2[C:26]([C:27]([F:29])([F:30])[F:28])=[C:25]([C:31]([OH:33])=[O:32])[CH:24]=[N:23]2)[CH:19]=[CH:18][CH:17]=1 |f:2.3.4|. Procedure details: A mixture of the title compound from Example 300 Step A (50.0 mg, 0.086 mmol), 4-trifluoromethylphenylboronic acid (35 mg, 0.18 mmol), trans-dichlorobis(triphenylphosphine) palladium (II) (9.0 mg, 0.013 mmol), Na2CO3 (0.1 mL, 2.0 M aqueous, 0.2 mmol), and MeCN (1 mL) was stirred at 90° C. for 35 min. The crude mixture was dried concentrated in vacuo. Treatment with a mixture of 0.1 mL each of 3 N NaOH, dioxane and MeOH at 50° C. for 10 min, followed by reverse phase HPLC using a YMC C-18 column ... Starting materials: COC1=C(CC2N(CCC3=CC(=C(C=C23)O)OC)C)C(=CC=C1)[N+](=O)[O-] (1-(2'-Methoxy-6'-nitrobenzyl)-2-methyl-6-methoxy-7-hydroxy-1,2,3,4-tetrahydroisoquinoline), [H][H] (hydrogen). The reagents and catalysts are [Pd] (palladium-charcoal). Solvent: C(C)O (ethanol). Product: NC1=C(CC2N(CCC3=CC(=C(C=C23)O)OC)C)C(=CC=C1)OC (1-(2'-Amino-6'-methoxybenzyl)-2-methyl-6-methoxy-7-hydroxy-1,2,3,4-tetrahydroisoquinoline). Yield: 96.6%. Reaction SMILES: [CH3:1][O:2][C:3]1[CH:23]=[CH:22][CH:21]=[C:20]([N+:24]([O-])=O)[C:4]=1[CH2:5][CH:6]1[C:15]2[C:10](=[CH:11][C:12]([O:17][CH3:18])=[C:13]([OH:16])[CH:14]=2)[CH2:9][CH2:8][N:7]1[CH3:19].[H][H]>C(O)C.[Pd]>[NH2:24][C:20]1[CH:21]=[CH:22][CH:23]=[C:3]([O:2][CH3:1])[C:4]=1[CH2:5][CH:6]1[C:15]2[C:10](=[CH:11][C:12]([O:17][CH3:18])=[C:13]([OH:16])[CH:14]=2)[CH2:9][CH2:8][N:7]1[CH3:19]. Reported procedure: A mixture of the 1-(2'-methoxy-6'-nitrobenzyl)-2-methyl-6-methoxy-7-hydroxy-1,2,3,4-tetrahydroisoquinoline (3b) (1 g) and 5% palladium-charcoal (0.2 g) in absolute ethanol (150 ml) was shaken with hydrogen at room temperature and atmospheric pressure overnight (19 hours). The mixture was filtered through celite, and the filtrate was evaporated to dryness to leave a transparent brown oil. This crystallized from methanol-ether to give 1-(2'-amino-6'-methoxybenzyl)-2-methyl-6-methoxy-7-hydroxy-1,2,... Reactants: B(OC1=NC=CC=C1)[O-] (pyridyl boronate), C([O-])([O-])=O.[Na+].[Na+] (sodium carbonate), C1(=CC=CC=C1)P(C1=CC=CC=C1)C1=CC=CC=C1 (triphenylphosphine), FC1=CC(=C(C(=C1C#N)I)OC)OC (6-fluoro-2-iodo-3,4-dimethoxybenzonitrile), B(OC1=NC=CC=C1)[O-] (pyridyl boronate). Reagents/catalysts: [Cu]I (copper(I)iodide), [Pd].C1(=CC=CC=C1)P(C1=CC=CC=C1)C1=CC=CC=C1.C1(=CC=CC=C1)P(C1=CC=CC=C1)C1=CC=CC=C1.C1(=CC=CC=C1)P(C1=CC=CC=C1)C1=CC=CC=C1.C1(=CC=CC=C1)P(C1=CC=CC=C1)C1=CC=CC=C1 (tetrakis(triphenyl-phosphine) palladium(0)). Run in O1CCOCC1 (dioxane), C(C)(=O)OCC (ethyl acetate), O (water). Conditions: time 30 minute. The product is FC1=CC(=C(C(=C1C#N)C1=NC=CC=C1)OC)OC (6-fluoro-3,4-dimethoxy-2-(2-pyridyl)benzonitrile). The yield is 49.3%. As a reaction SMILES: [F:1][C:2]1[C:7]([C:8]#[N:9])=[C:6](I)[C:5]([O:11][CH3:12])=[C:4]([O:13][CH3:14])[CH:3]=1.B([O-])O[C:17]1[CH:22]=[CH:21][CH:20]=[CH:19][N:18]=1.C(=O)([O-])[O-].[Na+].[Na+].C1(P(C2C=CC=CC=2)C2C=CC=CC=2)C=CC=CC=1>[Pd].C1(P(C2C=CC=CC=2)C2C=CC=CC=2)C=CC=CC=1.C1(P(C2C=CC=CC=2)C2C=CC=CC=2)C=CC=CC=1.C1(P(C2C=CC=CC=2)C2C=CC=CC=2)C=CC=CC=1.C1(P(C2C=CC=CC=2)C2C=CC=CC=2)C=CC=CC=1.[Cu]I.C(OCC)(=O)C.O.O1CCOCC1>[F:1][C:2]1[C:7]([C:8]#[N:9])=[C:6]([C:17]2[CH:22]=[CH:21][CH:20]=[CH:19][N:18]=2)[C:5]([O:11][CH3:12])=[C:4]([O:13][CH3:14])[CH:3]=1 |f:2.3.4,6.7.8.9.10|. Procedure: Under nitrogen, stirred dioxane (20 ml) at 80° C. was charged with 6-fluoro-2-iodo-3,4-dimethoxybenzonitrile from Example 1(a) (1.0 g, 3.3 mmol), tetrakis(triphenyl-phosphine) palladium(0) (0.19 g, 0.16 mmol), the pyridyl boronate from Example 1(b) (1.22 g, estimated to be 7.1 mmol), copper(I)iodide (0.25 g, 1.3 mmol), sodium carbonate (0.69 g, 6.5 mmol) and triphenylphosphine (0.17 g, 0.65 mmol) and the resulting brown slurry heated to reflux. Further portions of the pyridyl boronate were added... Reactants: OCCN1CCNCC1 (N-(2-hydroxyethyl)piperazine), C(C)(=O)O (acetic acid), C(C)(C)(C)OC(=O)OC(=O)OC(C)(C)C (di-tert-butyldicarbonate), C(C)(=O)O[BH-](OC(C)=O)OC(C)=O.[Na+] (sodium triacetoxyborohydride), C(=O)C=1C=C2C=CNC2=CC1 (5-Formylindole), C([O-])([O-])=O.[Na+].[Na+] (sodium carbonate). The reagents and catalysts are CN(C)C=1C=CN=CC1 (DMAP). Solvent: C(C)#N (acetonitrile), C(C)#N (acetonitrile), O (water). Reaction conditions: time 2.7 hour. Yields the product OCCN1CCN(CC1)CC=1C=C2C=CNC2=CC1 (5-[4-(2-hydroxyethyl)piperazin-1-ylmethyl]indole). Yield: 132.2%. Reaction SMILES: [CH:1]([C:3]1[CH:4]=[C:5]2[C:9](=[CH:10][CH:11]=1)[NH:8][CH:7]=[CH:6]2)=O.C(OC(OC(OC(C)(C)C)=O)=O)(C)(C)C.[OH:27][CH2:28][CH2:29][N:30]1[CH2:35][CH2:34][NH:33][CH2:32][CH2:31]1.C(O)(=O)C.C(O[BH-](OC(=O)C)OC(=O)C)(=O)C.[Na+].C(=O)([O-])[O-].[Na+].[Na+]>C(#N)C.CN(C1C=CN=CC=1)C.O>[OH:27][CH2:28][CH2:29][N:30]1[CH2:35][CH2:34][N:33]([CH2:1][C:3]2[CH:4]=[C:5]3[C:9](=[CH:10][CH:11]=2)[NH:8][CH:7]=[CH:6]3)[CH2:32][CH2:31]1 |f:4.5,6.7.8|. Procedure: 5-Formylindole (2.00 g, 13.8 mmol) was dissolved in acetonitrile (40 mL), and the solution was added with di-tert-butyldicarbonate (3.31 g, 15.2 mmol) and DMAP (16.8 mg, 0.138 mmol), followed by stirring at room temperature for 2.7 hours. The solution was added with a solution of N-(2-hydroxyethyl)piperazine (6.46 g, 49.6 mmol) in acetonitrile (15 mL), and acetic acid (14.2 mL, 248 mmol), then sodium triacetoxyborohydride (13.1 g, 62.0 mmol) was added thereto little by little, followed by stirri... Reactants: C(C)(C)(C)OC(=O)N[C@H]1[C@H]([C@@H]2C=C[C@H]1C2)C(=O)O ((1S,2S,3R,4R)-3-tert-Butoxycarbonylamino-bicyclo[2.2.1]hept-5-ene-2-carboxylic acid), C(C)(C)(C)OC(=O)OC(=O)OC(C)(C)C (Di-tert-Butyldicarbonate), N1=CC=CC=C1 (Pyridine), O1CCOCC1 (1,4-Dioxane), C([O-])(O)=O.[NH4+] (Ammonium Bicarbonate). Conditions: time 30 minute. Yields the product C(C)(C)(C)OC(N[C@@H]1[C@H]2C=C[C@@H]([C@@H]1C(N)=O)C2)=O (((1R,2R,3S,4S)-3-Carbamoyl-bicyclo[2.2.1]hept-5-en-2-yl)-carbamic acid tert-butyl ester). The yield is 97.5%. Reaction SMILES: [C:1]([O:5][C:6]([NH:8][C@@H:9]1[C@@H:14]2[CH2:15][C@@H:11]([CH:12]=[CH:13]2)[C@@H:10]1[C:16]([OH:18])=O)=[O:7])([CH3:4])([CH3:3])[CH3:2].C(OC(OC(OC(C)(C)C)=O)=O)(C)(C)C.[N:34]1C=CC=CC=1.O1CCOCC1.C(=O)(O)[O-].[NH4+]>>[C:1]([O:5][C:6](=[O:7])[NH:8][C@H:9]1[C@@H:10]([C:16](=[O:18])[NH2:34])[C@H:11]2[CH2:15][C@@H:14]1[CH:13]=[CH:12]2)([CH3:4])([CH3:3])[CH3:2] |f:4.5|. Procedure details: (1S,2S,3R,4R)-3-tert-Butoxycarbonylamino-bicyclo[2.2.1]hept-5-ene-2-carboxylic acid (6.66 g, 26.3 mmol;), Di-tert-Butyldicarbonate (8.6 g, 39 mmol;) and Pyridine (3.8 mL, 47 mmol) were added to 1,4-Dioxane (40 mL, 500 mmol) and the reaction stirred for 30 minutes at room temperature. Ammonium Bicarbonate (5.8 g, 74 mmol;) was added, and the reaction mixture was stirred overnight. The reaction was quenched by addition of water. Extraction (2×) with EtOAc, washing 2× with 0.1 N HCl, and once w/bri... The reactants are O (water), CCCCC (pentane), C(C)O (ethanol), C(C)O (ethanol), phenyl alkenyl ketone, [Na] (sodium), C1=CC=CC1 (cyclopentadiene). Reaction conditions: temperature 0 celsius, time 4 hour. The product is [Na] (sodium), C(CC=C)C=C1C=CC=C1 (6-(but-3-enyl) fulvene). Reaction SMILES: C(O)C.[Na:4].[CH:5]1[CH2:9][CH:8]=[CH:7][CH:6]=1.O.[CH3:11][CH2:12][CH2:13][CH2:14][CH3:15]>>[Na:4].[CH2:14]([CH:15]=[C:6]1[CH:5]=[CH:9][CH:8]=[CH:7]1)[CH2:13][CH:12]=[CH2:11] |^1:3,15|. Procedure details: Then a sodium solution of ethanol was prepared by combining 4.3 g of sodium with 150 mL of ethanol. The solution was cooled to 0° C. and then 30 g of the phenyl alkenyl ketone was added. Then 30 mL of cyclopentadiene was slowly added to the solution and the mixture stirred for 4 hrs. Then 100 mL of water and 100 mL of pentane were added. The ethanol-water layer was then extracted twice with pentane. The organic layer was dried over filtered silica and the solvent removed in a vacuum to yield 6-p... Reactants: Cl (hydrochloride), Cl.COC(CN)=O (Glycine methyl ester hydrochloride), CC([C@H]1CC[C@H]2[C@@H]3CC[C@@H]4CC(CC[C@]4(C)[C@H]3CC[C@]12C)=O)=O (5β-pregnane-3,20-dione), [OH-].[Na+] (NaOH), ester, [BH4-].[Na+] (NaBH4), ester. Reagents/catalysts: CC([O-])C.[Ti+4].CC([O-])C.CC([O-])C.CC([O-])C (titanium (IV) isopropoxide). Run in C(Cl)(Cl)Cl (CHCl3), C1(=CC=CC=C1)C (toluene), C(C)N(CC)CC (triethylamine), CO (Methanol), C(Cl)(Cl)Cl (CHCl3). Reaction conditions: time 3 hour. Yields the product Cl.COC(CN[C@H]1C[C@H]2CC[C@H]3[C@@H]4CC[C@H](C(C)=O)[C@]4(CC[C@@H]3[C@]2(CC1)C)C)=O (N-(20-Oxo-5β-pregnan-3α-yl) glycine methylester hydrochloride). As a reaction SMILES: [ClH:1].[CH3:2][O:3][C:4](=[O:7])[CH2:5][NH2:6].[CH3:8][C:9](=[O:30])[C@@H:10]1[C@:27]2([CH3:28])[C@H:13]([C@H:14]3[C@H:24]([CH2:25][CH2:26]2)[C@:22]2([CH3:23])[C@@H:17]([CH2:18][C:19](=O)[CH2:20][CH2:21]2)[CH2:16][CH2:15]3)[CH2:12][CH2:11]1.[BH4-].[Na+].[OH-].[Na+].Cl>CC(C)[O-].[Ti+4].CC(C)[O-].CC(C)[O-].CC(C)[O-].C(Cl)(Cl)Cl.CO.C1(C)C=CC=CC=1.C(N(CC)CC)C>[ClH:1].[CH3:2][O:3][C:4](=[O:7])[CH2:5][NH:6][C@@H:19]1[CH2:20][CH2:21][C@@:22]2([CH3:23])[C@H:17]([CH2:16][CH2:15][C@@H:14]3[C@@H:24]2[CH2:25][CH2:26][C@@:27]2([CH3:28])[C@H:13]3[CH2:12][CH2:11][C@@H:10]2[C:9](=[O:30])[CH3:8])[CH2:18]1 |f:0.1,3.4,5.6,8.9.10.11.12,17.18|. Procedure details: Glycine methyl ester hydrochloride (89 mg, 0708 mmol) with triethylamine (0.072 mL) and 5β-pregnane-3,20-dione (200 mg, 0.632 mmol) were mixed in neat titanium (IV) isopropoxide (302 mg, 1.06 mmol) and dry toluene (0.4 mL). The mixture was stirred under nitrogen for 3 h. Methanol (2.8 mL) was added. Then NaBH4 (38 mg, 1.01 mmol) was carefully added. After 5 min the reaction was finished by adding 0.1 N NaOH. The resulting mixture was filtered through Celite, and the residue was washed with ether...